This data is from the Open Reaction Database (ORD), a public repository of structured organic reaction records. The task is: describe an organic reaction: reactants, conditions, products, and yield Reactants: BrC1=CC(=C(C=O)C=C1)F (4-bromo-2-fluorobenzaldehyde), N1C[C@@H](CC1)O ((3R)-pyrrolidin-3-ol), C(C)(=O)O[BH-](OC(C)=O)OC(C)=O.[Na+] (sodium triacetoxyborohydride). Run in ClCCCl (1,2-dichloroethane). Reaction conditions: time 5 minute. Product: BrC1=CC(=C(CN2C[C@@H](CC2)O)C=C1)F ((3R)-1-(4-bromo-2-fluorobenzyl)pyrrolidin-3-ol). Isolated yield 91.9%. As a reaction SMILES: [Br:1][C:2]1[CH:9]=[CH:8][C:5]([CH:6]=O)=[C:4]([F:10])[CH:3]=1.[NH:11]1[CH2:15][CH2:14][C@@H:13]([OH:16])[CH2:12]1.C(O[BH-](OC(=O)C)OC(=O)C)(=O)C.[Na+]>ClCCCl>[Br:1][C:2]1[CH:9]=[CH:8][C:5]([CH2:6][N:11]2[CH2:15][CH2:14][C@@H:13]([OH:16])[CH2:12]2)=[C:4]([F:10])[CH:3]=1 |f:2.3|. Procedure: 4-bromo-2-fluorobenzaldehyde (203.0 mg, 1.0 mmol) was mixed with (3R)-pyrrolidin-3-ol (87.1 mg, 1.0 mmol) in 1,2-dichloroethane (10 mL). The mixture was stirred at RT for 5 min, and then was treated with sodium triacetoxyborohydride (318 mg, 1.5 mmol). The mixture was stirred at RT for 2 h, and quenched by adding 1N NaOH. The organic phase was separated. The aqueous phase was extracted with methylene chloride. The combined organic phases were washed with brine, dried over Na2SO4, filtered, and c... The reactants are C1CCOC1, C=CCNC, [Cl-], Nc1c(I)c(C(=O)Cl)c(I)c(C(=O)Cl)c1I. The product is C=CCN(C)C(=O)c1c(I)c(N)c(I)c(C(=O)Cl)c1I. RXN SMILES: [CH2:23]1[O:24][CH2:25][CH2:26][CH2:27]1.[CH3:17][NH:18][CH2:19][CH:20]=[CH2:21].[Cl-:22].[NH2:1][c:2]1[c:3]([I:16])[c:4]([C:13](=[O:14])[Cl:15])[c:5]([I:12])[c:6]([C:7](=[O:8])[Cl:9])[c:10]1[I:11]>>[NH2:1][c:2]1[c:3]([I:16])[c:4]([C:13](=[O:14])[Cl:15])[c:5]([I:12])[c:6]([C:7](=[O:8])[N:18]([CH3:17])[CH2:19][CH:20]=[CH2:21])[c:10]1[I:11]. The reactants are O=Cc1cc(Cl)ccc1O, CCOC(=O)C=CC(F)(F)F, [K+], [K+], O=C([O-])[O-], CN(C)C=O, O. Product: CCOC(=O)C1=Cc2cc(Cl)ccc2OC1C(F)(F)F. Reaction SMILES: [Cl:1][c:2]1[cH:3][cH:4][c:5]([OH:10])[c:6]([CH:7]=[O:8])[cH:9]1.[F:11][C:12]([CH:13]=[CH:14][C:15](=[O:16])[O:17][CH2:18][CH3:19])([F:20])[F:21].[K+:22].[K+:23].[O-:24][C:25]([O-:26])=[O:27].[O:28]=[CH:29][N:30]([CH3:31])[CH3:32].[OH2:33]>>[Cl:1][c:2]1[cH:3][cH:4][c:5]2[c:6]([cH:9]1)[CH:7]=[C:14]([C:15](=[O:16])[O:17][CH2:18][CH3:19])[CH:13]([C:12]([F:11])([F:20])[F:21])[O:10]2. Starting materials: CN(C=O)C (dimethylformamide), C(#N)C=1C=C(C=CC1OCC(C)(C)C)NC(=O)C=1C(=NN(C1)C1=CC=C(C=C1)F)C (N-(3-cyano-4-neopentyloxyphenyl)-1-(4-fluorophenyl)-3-methylpyrazole-4-carboxamide), CN(C=O)C (dimethylformamide), CI (methyl iodide), [H-].[Na+] (sodium hydride). Solvent: O (water). Reaction conditions: time 1 hour. Product: C(#N)C=1C=C(C=CC1OCC(C)(C)C)N(C(=O)C=1C(=NN(C1)C1=CC=C(C=C1)F)C)C (N-(3-Cyano-4-neopentyloxyphenyl)-1-(4-fluorophenyl)-N,3-dimethylpyrazole-4-carboxamide). Reaction SMILES: [CH3:1]N(C)C=O.[C:6]([C:8]1[CH:9]=[C:10]([NH:20][C:21]([C:23]2[C:24]([CH3:35])=[N:25][N:26]([C:28]3[CH:33]=[CH:32][C:31]([F:34])=[CH:30][CH:29]=3)[CH:27]=2)=[O:22])[CH:11]=[CH:12][C:13]=1[O:14][CH2:15][C:16]([CH3:19])([CH3:18])[CH3:17])#[N:7].[H-].[Na+].CI>O>[C:6]([C:8]1[CH:9]=[C:10]([N:20]([CH3:1])[C:21]([C:23]2[C:24]([CH3:35])=[N:25][N:26]([C:28]3[CH:33]=[CH:32][C:31]([F:34])=[CH:30][CH:29]=3)[CH:27]=2)=[O:22])[CH:11]=[CH:12][C:13]=1[O:14][CH2:15][C:16]([CH3:19])([CH3:18])[CH3:17])#[N:7] |f:2.3|. Reported procedure: To dimethylformamide (5 ml) solution containing N-(3-cyano-4-neopentyloxyphenyl)-1-(4-fluorophenyl)-3-methylpyrazole-4-carboxamide (1.5 g) was added sodium hydride (60% content, 0.2 g) under ice-cooling and the mixture was stirred for 1 h. A solution of dimethylformamide (1 ml) containing methyl iodide (0.6 g) was added and the mixture was stirred under ice-cooling for 1 h. The mixture was allowed to warm to room temperature and stirred for 1 h. The reaction mixture was added into water and extr... The reactants are C1(=CC=CC=C1)CC1=NC(=CC(=N1)CC1=CC=CC=C1)Cl (2,4-di(phenylmethyl)-6-chloropyrimidine), C1(=CC=CC=C1)CC1=NC(=CC(=N1)CC1=CC=CC=C1)Cl (2,4-Di(Phenylmethyl)-6-Chloropyrimidine), [H][H] (hydrogen). The reagents and catalysts are [Pd] (palladium on charcoal). The solvent is C(C)O (ethanol), O (water). Product: Cl.C1(=CC=CC=C1)CC1=NCCC(N1)CC1=CC=CC=C1 (2,4-di(phenylmethyl)-3,4,5,6-tetrahydropyrimidine hydrochloride). The yield is 97.9%. Reaction SMILES: [C:1]1([CH2:7][C:8]2[N:13]=[C:12]([CH2:14][C:15]3[CH:20]=[CH:19][CH:18]=[CH:17][CH:16]=3)[CH:11]=[C:10]([Cl:21])[N:9]=2)[CH:6]=[CH:5][CH:4]=[CH:3][CH:2]=1.[H][H]>C(O)C.O.[Pd]>[ClH:21].[C:1]1([CH2:7][C:8]2[NH:13][CH:12]([CH2:14][C:15]3[CH:16]=[CH:17][CH:18]=[CH:19][CH:20]=3)[CH2:11][CH2:10][N:9]=2)[CH:2]=[CH:3][CH:4]=[CH:5][CH:6]=1 |f:5.6|. Procedure: A solution of the 2,4-di(phenylmethyl)-6-chloropyrimidine (2.3 g, 7.81 mmol) obtained in (ii) in ethanol (50 ml) and water (5 ml) was hydrogenated at about 3 atmospheres in the presence of 10% palladium on charcoal catalyst (380 mg) until hydrogen uptake had ceased. After filtration through Hyflo (Trade mark; diatomaceous earth) to remove the catalyst, the solution was evaporated in vacuo. Addition of ethanol (50 ml) and evaporation followed by addition of toluene (50 ml) and evaporation afforde... Solvent: CO (methanol). RXN SMILES: [NH2:1][C:2](=[O:106])[CH2:3][NH:4][C:5](=[O:105])[C@@H:6]([NH:13][C:14](=[O:104])[C@@H:15]([N:17]([CH3:103])[C:18]([C@H:20]([CH2:92][C:93]([O:95]CC1C=CC=CC=1)=[O:94])[NH:21][C:22](=[O:91])[C@H:23]([CH2:84][C:85]1[CH:90]=[CH:89][CH:88]=[CH:87][CH:86]=1)[NH:24][C:25](=[O:83])[C@H:26]([CH:80]([CH3:82])[CH3:81])[NH:27][C:28](=[O:79])[C@H:29]([CH3:78])[NH:30][C:31](=[O:77])[C@H:32]([CH2:73][CH:74]([CH3:76])[CH3:75])[NH:33][C:34](=[O:72])[CH2:35][NH:36][C:37](=[O:71])[C@H:38]([CH2:64][C:65]1[CH:70]=[CH:69][CH:68]=[CH:67][CH:66]=1)[N:39]([CH3:63])[C:40](=[O:62])[C@H:41]([CH3:61])[NH:42][C:43](=[O:60])[C@H:44]([CH2:53][C:54]1[CH:59]=[CH:58][CH:57]=[CH:56][CH:55]=1)[NH:45][C:46](=[O:52])[O:47][C:48]([CH3:51])([CH3:50])[CH3:49])=[O:19])[CH3:16])[CH2:7][O:8][C:9]([CH3:12])([CH3:11])[CH3:10].C(OCC)(=O)C.[H][H]>CO.O[Pd].[C]>[NH2:1][C:2](=[O:106])[CH2:3][NH:4][C:5](=[O:105])[C@@H:6]([NH:13][C:14](=[O:104])[C@@H:15]([N:17]([CH3:103])[C:18]([C@H:20]([CH2:92][C:93]([OH:95])=[O:94])[NH:21][C:22](=[O:91])[C@H:23]([CH2:84][C:85]1[CH:86]=[CH:87][CH:88]=[CH:89][CH:90]=1)[NH:24][C:25](=[O:83])[C@H:26]([CH:80]([CH3:82])[CH3:81])[NH:27][C:28](=[O:79])[C@H:29]([CH3:78])[NH:30][C:31](=[O:77])[C@H:32]([CH2:73][CH:74]([CH3:75])[CH3:76])[NH:33][C:34](=[O:72])[CH2:35][NH:36][C:37](=[O:71])[C@H:38]([CH2:64][C:65]1[CH:70]=[CH:69][CH:68]=[CH:67][CH:66]=1)[N:39]([CH3:63])[C:40](=[O:62])[C@H:41]([CH3:61])[NH:42][C:43](=[O:60])[C@H:44]([CH2:53][C:54]1[CH:59]=[CH:58][CH:57]=[CH:56][CH:55]=1)[NH:45][C:46](=[O:52])[O:47][C:48]([CH3:49])([CH3:50])[CH3:51])=[O:19])[CH3:16])[CH2:7][O:8][C:9]([CH3:10])([CH3:11])[CH3:12] |f:4.5|. Procedure: Hydroxypalladium/carbon (277 mg, 50% wet w/w) was added to a solution of benzyl (6S,9S,12S,18S,21S,24S,27S,30S)-30-(((S)-1-(((S)-1-((2-amino-2-oxoethyl)amino)-3-(tert-butoxy)-1-oxopropan-2-yl)amino)-1-oxopropan-2-yl)(methyl)carbamoyl)-6,12,27-tribenzyl-18-isobutyl-24-isopropyl-2,2,9,11,21-pentamethyl-4,7,10,13,16,19,22,25,28-nonaoxo-3-oxa-5,8,11,14,17,20,23,26,29-nonaazadotriacontan-32-oate synthesized according to a conventional method (Boc-Phe-Ala-MePhe-Gly-Leu-Ala-Val-Phe-Asp(OBn)-MeAla-Ser(O... Conditions: time 3.5 hour. The yield is 83.0%. The reagents and catalysts are O[Pd].[C] (Hydroxypalladium carbon). The product is NC(CNC([C@H](COC(C)(C)C)NC([C@H](C)N(C(=O)[C@@H](NC([C@@H](NC([C@@H](NC([C@@H](NC([C@@H](NC(CNC([C@@H](N(C([C@@H](NC([C@@H](NC(OC(C)(C)C)=O)CC1=CC=CC=C1)=O)C)=O)C)CC1=CC=CC=C1)=O)=O)CC(C)C)=O)C)=O)C(C)C)=O)CC1=CC=CC=C1)=O)CC(=O)O)C)=O)=O)=O ((6S,9S,12S,18S,21S,24S,27S,30S)-30-(((S)-1-(((S)-1-((2-amino-2-oxoethyl)amino)-3-(tert-butoxy)-1-oxopropan-2-yl)amino)-1-oxopropan-2-yl)(methyl)carbamoyl)-6,12,27-tribenzyl-18-isobutyl-24-isopropyl-2,2,9,11,21-pentamethyl-4,7,10,13,16,19,22,25,28-nonaoxo-3-oxa-5,8,11,14,17,20,23,26,29-nonaazadotriacontan-32-oic acid). The reactants are [H][H] (hydrogen), N([C@@H](CC1=CC=CC=C1)C(=O)N[C@@H](C)C(=O)N([C@@H](CC1=CC=CC=C1)C(=O)NCC(=O)N[C@@H](CC(C)C)C(=O)N[C@@H](C)C(=O)N[C@@H](C(C)C)C(=O)N[C@@H](CC1=CC=CC=C1)C(=O)N[C@@H](CC(OCC1=CC=CC=C1)=O)C(=O)N([C@@H](C)C(=O)N[C@@H](COC(C)(C)C)C(=O)NCC(=O)N)C)C)C(=O)OC(C)(C)C (Boc-Phe-Ala-MePhe-Gly-Leu-Ala-Val-Phe-Asp(OBn)-MeAla-Ser(OtBu)-Gly-NH2), C(C)(=O)OCC (ethyl acetate), NC(CNC([C@H](COC(C)(C)C)NC([C@H](C)N(C(=O)[C@@H](NC([C@@H](NC([C@@H](NC([C@@H](NC([C@@H](NC(CNC([C@@H](N(C([C@@H](NC([C@@H](NC(OC(C)(C)C)=O)CC1=CC=CC=C1)=O)C)=O)C)CC1=CC=CC=C1)=O)=O)CC(C)C)=O)C)=O)C(C)C)=O)CC1=CC=CC=C1)=O)CC(=O)OCC1=CC=CC=C1)C)=O)=O)=O (benzyl (6S,9S,12S,18S,21S,24S,27S,30S)-30-(((S)-1-(((S)-1-((2-amino-2-oxoethyl)amino)-3-(tert-butoxy)-1-oxopropan-2-yl)amino)-1-oxopropan-2-yl)(methyl)carbamoyl)-6,12,27-tribenzyl-18-isobutyl-24-isopropyl-2,2,9,11,21-pentamethyl-4,7,10,13,16,19,22,25,28-nonaoxo-3-oxa-5,8,11,14,17,20,23,26,29-nonaazadotriacontan-32-oate).